This data is from the Open Reaction Database (ORD), a public repository of structured organic reaction records. The task is: describe an organic reaction: reactants, conditions, products, and yield Starting materials: NC1=NC=NN2C1=C(C=C2C=2N=C(SC2)C2CCN(CC2)C(=O)OC(C)(C)C)C=2C=CC1=CN(N=C1C2)CC2=CC=CC=C2 (tert-butyl 4-{4-[4-amino-5-(2-benzyl-2H-indazol-6-yl)pyrrolo[2,1-f][1,2,4]triazin-7-yl]-1,3-thiazol-2-yl}piperidine-1-carboxylate), Cl (HCl). The solvent is CO (MeOH), O1CCOCC1 (dioxane). Reaction conditions: time 16 hour. Product: C(C1=CC=CC=C1)N1N=C2C=C(C=CC2=C1)C=1C=C(N2N=CN=C(C21)N)C=2N=C(SC2)C2CCNCC2 (5-(2-benzyl-2H-indazol-6-yl)-7-(2-piperidin-4-yl-1,3-thiazol-4-yl)pyrrolo[2,1-f][1,2,4]triazin-4-amine). Yield: 7.6%. Reaction SMILES: [NH2:1][C:2]1[C:7]2=[C:8]([C:29]3[CH:30]=[CH:31][C:32]4[C:36]([CH:37]=3)=[N:35][N:34]([CH2:38][C:39]3[CH:44]=[CH:43][CH:42]=[CH:41][CH:40]=3)[CH:33]=4)[CH:9]=[C:10]([C:11]3[N:12]=[C:13]([CH:16]4[CH2:21][CH2:20][N:19](C(OC(C)(C)C)=O)[CH2:18][CH2:17]4)[S:14][CH:15]=3)[N:6]2[N:5]=[CH:4][N:3]=1.Cl>CO.O1CCOCC1>[CH2:38]([N:34]1[CH:33]=[C:32]2[C:36]([CH:37]=[C:29]([C:8]3[CH:9]=[C:10]([C:11]4[N:12]=[C:13]([CH:16]5[CH2:21][CH2:20][NH:19][CH2:18][CH2:17]5)[S:14][CH:15]=4)[N:6]4[C:7]=3[C:2]([NH2:1])=[N:3][CH:4]=[N:5]4)[CH:30]=[CH:31]2)=[N:35]1)[C:39]1[CH:40]=[CH:41][CH:42]=[CH:43][CH:44]=1. Procedure details: To a solution of tert-butyl 4-{4-[4-amino-5-(2-benzyl-2H-indazol-6-yl)pyrrolo[2,1-f][1,2,4]triazin-7-yl]-1,3-thiazol-2-yl}piperidine-1-carboxylate (81 mg, 0.13 mmol) in MeOH (600 μL) was added 4M HCl in dioxane (300 μL). The mixture was stirred at rt for 16 h. The mixture was concentrated and the residue was purified by preparative HPLC using a gradient elution from 15% to 45% acetonitrile in water followed by filtration through an acidic resin, washing with MeOH. The product was eluted with 2M ... Conditions: time 4 hour. The reagents and catalysts are [Pt](=O)=O (Platinum(IV) oxide). The product is FC(C1=CC=C(C=C1)C1CCCN2C1=NS(CC2)(=O)=O)(C2=CC=CC=C2)F (9-{4-[difluoro(phenyl)methyl]phenyl}-3,4,6,7,8,9-hexahydropyrido[2,1-c][1,2,4]thiadiazine 2,2-dioxide). Procedure: Platinum(IV) oxide (14 mg) was added to a solution of 9-{4-[difluoro(phenyl)methyl]phenyl}-3,4-dihydropyrido[2,1-c][1,2,4]thiadiazine 2,2-dioxide (49 mg) in THF (dry) (10 mL) and MeOH (10 mL). The mixture was stirred at room temperature under hydrogen for 4 hr. Activated carbon was added and the insoluble solid was removed by filtration through NH-silica gel/Celite pad (eluted with EtOAc) and the filtrate was concentrated in vacuo. The residue was crystallized from THF/IPE to give the title comp... As a reaction SMILES: [F:1][C:2]([F:27])([C:21]1[CH:26]=[CH:25][CH:24]=[CH:23][CH:22]=1)[C:3]1[CH:8]=[CH:7][C:6]([C:9]2[C:14]3=[N:15][S:16](=[O:20])(=[O:19])[CH2:17][CH2:18][N:13]3[CH:12]=[CH:11][CH:10]=2)=[CH:5][CH:4]=1>C1COCC1.CO.[Pt](=O)=O>[F:27][C:2]([F:1])([C:21]1[CH:22]=[CH:23][CH:24]=[CH:25][CH:26]=1)[C:3]1[CH:8]=[CH:7][C:6]([CH:9]2[C:14]3=[N:15][S:16](=[O:20])(=[O:19])[CH2:17][CH2:18][N:13]3[CH2:12][CH2:11][CH2:10]2)=[CH:5][CH:4]=1. The solvent is C1CCOC1 (THF), CO (MeOH). Reactants: FC(C1=CC=C(C=C1)C1=CC=CN2C1=NS(CC2)(=O)=O)(C2=CC=CC=C2)F (9-{4-[difluoro(phenyl)methyl]phenyl}-3,4-dihydropyrido[2,1-c][1,2,4]thiadiazine 2,2-dioxide). The yield is 38.0%. The reactants are Poly(vinylbenzyl acetate), solution, C(C)(=O)OC(C1=CC=CC=C1)C=C (vinylbenzyl acetate). Run in O1CCCC1 (tetrahydrofuran). The product is C(=C)C(C1=CC=CC=C1)O.C(C)(=O)OC(C1=CC=CC=C1)C=C (vinylbenzyl alcohol vinylbenzyl acetate). RXN SMILES: [C:1]([O:4][CH:5]([CH:12]=[CH2:13])[C:6]1[CH:11]=[CH:10][CH:9]=[CH:8][CH:7]=1)(=[O:3])[CH3:2]>O1CCCC1>[CH:12]([CH:5]([OH:4])[C:6]1[CH:11]=[CH:10][CH:9]=[CH:8][CH:7]=1)=[CH2:13].[C:1]([O:4][CH:5]([CH:12]=[CH2:13])[C:6]1[CH:11]=[CH:10][CH:9]=[CH:8][CH:7]=1)(=[O:3])[CH3:2] |f:2.3|. Reported procedure: Poly(vinylbenzyl acetate) (20 grams from Example 2) in anhydrous tetrahydrofuran (200 grams, Aldrich) were allowed to react with a 1 molar solution of borane-tetrahydrofuran complex (Aldrich) in a 1-liter, 3-neck, round-bottom flask situated in a silicone oil bath and equipped with an argon inlet, reflux condenser, mechanical stirrer, and rubber septum stopper. The amount of 1-molar borane-tetrahydrofuran complex solutions used determined the amount of benzyl alcohol groups formed. One mole of b... Starting materials: S(O)(O)(=O)=O (sulfuric acid), N1C=CC=2C1=[N+](C=CC2)[O-] (1H-Pyrrolo[2,3-b]pyridine 7-oxide), [N+](=O)(O)[O-] (nitric acid), O (water). Conditions: temperature 70 celsius. Product: [N+](=O)([O-])C1=C2C(=[N+](C=C1)[O-])NC=C2 (4-Nitro-1H-pyrrolo[2,3-b]pyridine 7-oxide). Reaction SMILES: [NH:1]1[C:5]2=[N+:6]([O-:10])[CH:7]=[CH:8][CH:9]=[C:4]2[CH:3]=[CH:2]1.S(=O)(=O)(O)O.O.[N+:17]([O-])([OH:19])=[O:18]>>[N+:17]([C:9]1[CH:8]=[CH:7][N+:6]([O-:10])=[C:5]2[NH:1][CH:2]=[CH:3][C:4]=12)([O-:19])=[O:18]. Reported procedure: 4-Nitro-1H-pyrrolo[2,3-b]pyridine 7-oxide 508 is prepared by dissolving 1H-Pyrrolo[2,3-b]pyridine 7-oxide 507 in nitric acid, followed by the addition of sulfuric acid. Heating (e.g. 70° C.) for one hour, followed by pouring into water provides compound 508, which is isolated by filtration. (Schneller et. al., J. Org. Chem. 1980, 45:4045) Reactants: C, COc1ncccc1CN1CCC(C=Cc2ccccn2)CC1, CCO, [H][H], [Pd]. Yields the product COc1ncccc1CN1CCC(CCc2ccccn2)CC1. Reaction SMILES: [C:29].[CH3:1][O:2][c:3]1[n:4][cH:5][cH:6][cH:7][c:8]1[CH2:9][N:10]1[CH2:11][CH2:12][CH:13]([CH:16]=[CH:17][c:18]2[n:19][cH:20][cH:21][cH:22][cH:23]2)[CH2:14][CH2:15]1.[CH3:26][CH2:27][OH:28].[H:24][H:25].[Pd:30]>>[CH3:1][O:2][c:3]1[n:4][cH:5][cH:6][cH:7][c:8]1[CH2:9][N:10]1[CH2:11][CH2:12][CH:13]([CH2:16][CH2:17][c:18]2[n:19][cH:20][cH:21][cH:22][cH:23]2)[CH2:14][CH2:15]1.